From a dataset of the Open Reaction Database (ORD), a public repository of structured organic reaction records. describe an organic reaction: reactants, conditions, products, and yield Starting materials: CCCCCCCCCCCCCCCCN(CCCCCCCCCCCCCCCC)Cc1cccc(C(=N)SCC)c1, COc1ccc(N)cc1, ClC(Cl)Cl, Cl, Cl. Yields the product CCCCCCCCCCCCCCCCN(CCCCCCCCCCCCCCCC)Cc1cccc(C(=N)Nc2ccc(OC)cc2)c1. As a reaction SMILES: [CH2:3]([S:4][C:6]([c:7]1[cH:8][c:9]([CH2:13][N:14]([CH2:15][CH2:16][CH2:17][CH2:18][CH2:19][CH2:20][CH2:21][CH2:22][CH2:23][CH2:24][CH2:25][CH2:26][CH2:27][CH2:28][CH2:29][CH3:30])[CH2:31][CH2:32][CH2:33][CH2:34][CH2:35][CH2:36][CH2:37][CH2:38][CH2:39][CH2:40][CH2:41][CH2:42][CH2:43][CH2:44][CH2:45][CH3:46])[cH:10][cH:11][cH:12]1)=[NH:47])[CH3:5].[CH3:48][O:49][c:50]1[cH:51][cH:52][c:53]([NH2:56])[cH:54][cH:55]1.[CH:57]([Cl:58])([Cl:59])[Cl:60].[ClH:1].[ClH:2]>>[C:6]([c:7]1[cH:8][c:9]([CH2:13][N:14]([CH2:15][CH2:16][CH2:17][CH2:18][CH2:19][CH2:20][CH2:21][CH2:22][CH2:23][CH2:24][CH2:25][CH2:26][CH2:27][CH2:28][CH2:29][CH3:30])[CH2:31][CH2:32][CH2:33][CH2:34][CH2:35][CH2:36][CH2:37][CH2:38][CH2:39][CH2:40][CH2:41][CH2:42][CH2:43][CH2:44][CH2:45][CH3:46])[cH:10][cH:11][cH:12]1)(=[NH:47])[NH:56][c:53]1[cH:52][cH:51][c:50]([O:49][CH3:48])[cH:55][cH:54]1. Starting materials: FC1=C(OC=2C=NN(C(C2)=O)C(C(=O)O)CC2=CC=CC=C2)C(=CC=C1)F (2-[4-(2,6-difluoro-phenoxy)-6-oxo-6H-pyridazin-1-yl]-3-phenyl-propionic acid), C(C)(C)(C)[Si](OCCN1N=C(C=C1)N)(C)C (1-[2-(tert-butyl-dimethyl-silanyloxy)-ethyl]-1H-pyrazol-3-ylamine), FC1=C(OC=2C=NN(C(C2)=O)C(C(=O)O)CC2=CC=CC=C2)C(=CC=C1)F (2-[4-(2,6-difluoro-phenoxy)-6-oxo-6H-pyridazin-1-yl]-3-phenyl-propionic acid), C(C)(C)(C)[Si](OCCN1N=C(C=C1)N)(C)C (1-[2-(tert-butyl-dimethyl-silanyloxy)-ethyl]-1H-pyrazol-3-ylamine). The product is C(C)(C)(C)[Si](OCCN1N=C(C=C1)NC(C(CC1=CC=CC=C1)N1N=CC(=CC1=O)OC1=C(C=CC=C1F)F)=O)(C)C (N-{1-[2-(tert-butyl-dimethyl-silanyloxy)-ethyl]-1H-pyrazol-3-yl}-2-[4-(2,6-difluoro-phenoxy)-6-oxo-6H-pyridazin-1-yl]-3-phenyl-propionamide). Yield: 57.0%. As a reaction SMILES: [F:1][C:2]1[CH:26]=[CH:25][CH:24]=[C:23]([F:27])[C:3]=1[O:4][C:5]1[CH:6]=[N:7][N:8]([CH:12]([CH2:16][C:17]2[CH:22]=[CH:21][CH:20]=[CH:19][CH:18]=2)[C:13](O)=[O:14])[C:9](=[O:11])[CH:10]=1.[C:28]([Si:32]([CH3:43])([CH3:42])[O:33][CH2:34][CH2:35][N:36]1[CH:40]=[CH:39][C:38]([NH2:41])=[N:37]1)([CH3:31])([CH3:30])[CH3:29]>>[C:28]([Si:32]([CH3:43])([CH3:42])[O:33][CH2:34][CH2:35][N:36]1[CH:40]=[CH:39][C:38]([NH:41][C:13](=[O:14])[CH:12]([N:8]2[C:9](=[O:11])[CH:10]=[C:5]([O:4][C:3]3[C:2]([F:1])=[CH:26][CH:25]=[CH:24][C:23]=3[F:27])[CH:6]=[N:7]2)[CH2:16][C:17]2[CH:22]=[CH:21][CH:20]=[CH:19][CH:18]=2)=[N:37]1)([CH3:31])([CH3:30])[CH3:29]. Reported procedure: Using the method described in Example 49, 2-[4-(2,6-difluoro-phenoxy)-6-oxo-6H-pyridazin-1-yl]-3-phenyl-propionic acid (Intermediate 30) and 1-[2-(tert-butyl-dimethyl-silanyloxy)-ethyl]-1H-pyrazol-3-ylamine (Intermediate 3) afforded N-{1-[2-(tert-butyl-dimethyl-silanyloxy)-ethyl]-1H-pyrazol-3-yl}-2-[4-(2,6-difluoro-phenoxy)-6-oxo-6H-pyridazin-1-yl]-3-phenyl-propionamide as a light yellow solid (1.07 g, 57%); ES+-HRMS m/e calcd for C30H35N5O4SiF2 [M+H+] 596.2499 found 596.2499. 1H NMR (300 MHz, D... Starting materials: C(C)OC(/C=C\1/C2=C(OCC3=C1C=CC=C3)C=C(C=C2)F)=O ((E)-(3-fluoro-6H-dibenzo[b,e]oxepin-11-ylidene)-acetic acid ethyl ester), S([O-])(O)=O.[Na+] (sodium bisulfite), BrN1C(CCC1=O)=O (N-bromosuccinimide), [OH-].[Li+] (lithium hydroxide), C(C)(=O)O (acetic acid), C([O-])(O)=O.[Na+] (sodium bicarbonate). The solvent is C(C)(C)O (isopropanol), O (water), O (water). Conditions: temperature 80 celsius. Yields the product Br\C=C/1\C2=C(OCC3=C1C=CC=C3)C=C(C=C2)F ((E)-11-Bromomethylene-3-fluoro-6,11-dihydro-dibenzo[b,e]oxepine). The yield is 97.4%. RXN SMILES: C(OC(=O)/[CH:5]=[C:6]1/[C:7]2[CH:20]=[CH:19][C:18]([F:21])=[CH:17][C:8]=2[O:9][CH2:10][C:11]2[CH:16]=[CH:15][CH:14]=[CH:13][C:12]/1=2)C.[OH-].[Li+].C(O)(=O)C.[Br:29]N1C(=O)CCC1=O.S(=O)(O)[O-].[Na+].C(=O)(O)[O-].[Na+]>O.C(O)(C)C>[Br:29]/[CH:5]=[C:6]1/[C:7]2[CH:20]=[CH:19][C:18]([F:21])=[CH:17][C:8]=2[O:9][CH2:10][C:11]2[CH:16]=[CH:15][CH:14]=[CH:13][C:12]/1=2 |f:1.2,5.6,7.8|. Procedure details: To a clean, dry 100-gallon reactor with stirring under nitrogen, charge isopropanol (125 L), (E)-(3-fluoro-6H-dibenzo[b,e]oxepin-11-ylidene)-acetic acid ethyl ester (13.857 kg, 46.42 mol), and a solution of lithium hydroxide (3.896 kg, 92.84 mol) in water (54 L). Heat the reaction mixture to 80° C. and stir for 2 h. Cool the reaction mixture to 40° C. and add acetic acid (5.575 kg, 92.84 mol) over 20 min between 40° C. and 45° C. Add N-bromosuccinimide (48.74 mol, 8.676 kg) portion-wise over 30 ... Starting materials: CC(C)CC(Br)C(=O)O, ClCCl, C=[N+]=[N-]. Product: COC(=O)C(Br)CC(C)C. RXN SMILES: [Br:1][CH:2]([C:3](=[O:4])[OH:5])[CH2:6][CH:7]([CH3:8])[CH3:9].[Cl:13][CH2:14][Cl:15].[N+:10](=[N-:11])=[CH2:12]>>[Br:1][CH:2]([C:3](=[O:4])[O:5][CH3:12])[CH2:6][CH:7]([CH3:8])[CH3:9]. Reactants: O=C(O)c1cccc(Br)c1, C=Cc1cc(OC)c(C(C)C)c(OC)c1, COc1cc(C=Cc2ccc(C(=O)O)cc2)cc(OC)c1C(C)C. Yields the product COc1cc(C=Cc2cccc(C(=O)O)c2)cc(OC)c1C(C)C. Reaction SMILES: [Br:16][c:17]1[cH:18][c:19]([C:20](=[O:21])[OH:22])[cH:23][cH:24][cH:25]1.[CH3:1][O:2][c:3]1[cH:4][c:5]([CH:14]=[CH2:15])[cH:6][c:7]([O:12][CH3:13])[c:8]1[CH:9]([CH3:10])[CH3:11].[CH3:26][O:27][c:28]1[cH:29][c:30]([CH:31]=[CH:32][c:33]2[cH:34][cH:35][c:36]([C:37]([OH:38])=[O:39])[cH:40][cH:41]2)[cH:42][c:43]([O:44][CH3:45])[c:46]1[CH:47]([CH3:48])[CH3:49]>>[CH3:1][O:2][c:3]1[cH:4][c:5]([CH:14]=[CH:15][c:17]2[cH:18][c:19]([C:20](=[O:21])[OH:22])[cH:23][cH:24][cH:25]2)[cH:6][c:7]([O:12][CH3:13])[c:8]1[CH:9]([CH3:10])[CH3:11]. Procedure: A mixture of ethyl 5,6,7,8-tetrahydro-11-chloro-10-hydroxy-8-oxo-4H-azocino [3,2,1-hi]indole-2-carboxylate (0.95 g, 2.93 mmol), chloromethyl methyl ether (0.35 g, 4.40 mmol), potassium carbonate (1.22 g, 8.80 mmol) and N,N-dimethylformamide (25 ml) was stirred at room temperature for 1 hour. The insoluble material was filtered off and the filtrate was poured into ice water and extracted twice with ethyl acetate. The extract solution was washed with a 5% aqueous sodium chloride solution and dried... Run at time 1 hour. Reactants: ClC1=C2C=C(N3C2=C(C=C1O)C(CCCC3)=O)C(=O)OCC (ethyl 5,6,7,8-tetrahydro-11-chloro-10-hydroxy-8-oxo-4H-azocino [3,2,1-hi]indole-2-carboxylate), COCCl (chloromethyl methyl ether), C([O-])([O-])=O.[K+].[K+] (potassium carbonate). RXN SMILES: [Cl:1][C:2]1[C:10]([OH:11])=[CH:9][C:8]2[C:12](=[O:17])[CH2:13][CH2:14][CH2:15][CH2:16][N:6]3[C:7]=2[C:3]=1[CH:4]=[C:5]3[C:18]([O:20][CH2:21][CH3:22])=[O:19].[CH3:23][O:24][CH2:25]Cl.C(=O)([O-])[O-].[K+].[K+]>CN(C)C=O>[Cl:1][C:2]1[C:10]([O:11][CH2:23][O:24][CH3:25])=[CH:9][C:8]2[C:12](=[O:17])[CH2:13][CH2:14][CH2:15][CH2:16][N:6]3[C:7]=2[C:3]=1[CH:4]=[C:5]3[C:18]([O:20][CH2:21][CH3:22])=[O:19] |f:2.3.4|. Yield: 47.6%. Run in CN(C=O)C (N,N-dimethylformamide). Yields the product ClC1=C2C=C(N3C2=C(C=C1OCOC)C(CCCC3)=O)C(=O)OCC (ethyl 5,6,7,8-tetrahydro-11-chloro-10-methoxymethyloxy-8-oxo-4H-azocino [3,2,1-hi]indole-2-carboxylate). Procedure details: A mixture of 7-benzyloxy-4-(4-chloro-2-fluoroanilino)-6-methoxyquinoline hydrochloride (4.7 g, 11 mmol), (prepared as described in Example 41), in TFA (100 ml) was heated at reflux for 4 hours. The volatiles were removed by evaporation. Saturated aqueous sodium hydrogen carbonate solution was added to the residue and the mixture was extracted with ethyl acetate. The combined extracts were dried (MgSO4), and the solvent was removed by evaporation. The residue was dissolved in methanol, aqueous am... As a reaction SMILES: Cl.C([O:9][C:10]1[CH:19]=[C:18]2[C:13]([C:14]([NH:20][C:21]3[CH:26]=[CH:25][C:24]([Cl:27])=[CH:23][C:22]=3[F:28])=[CH:15][CH:16]=[N:17]2)=[CH:12][C:11]=1[O:29][CH3:30])C1C=CC=CC=1>C(O)(C(F)(F)F)=O>[Cl:27][C:24]1[CH:25]=[CH:26][C:21]([NH:20][C:14]2[C:13]3[C:18](=[CH:19][C:10]([OH:9])=[C:11]([O:29][CH3:30])[CH:12]=3)[N:17]=[CH:16][CH:15]=2)=[C:22]([F:28])[CH:23]=1 |f:0.1|. Product: ClC1=CC(=C(NC2=CC=NC3=CC(=C(C=C23)OC)O)C=C1)F (4-(4-chloro-2-fluoroanilino)-7-hydroxy-6-methoxyquinoline). Run at time 1 hour. The solvent is C(=O)(C(F)(F)F)O (TFA). The yield is 85.6%. The reactants are Cl.C(C1=CC=CC=C1)OC1=C(C=C2C(=CC=NC2=C1)NC1=C(C=C(C=C1)Cl)F)OC (7-benzyloxy-4-(4-chloro-2-fluoroanilino)-6-methoxyquinoline hydrochloride). Reactants: N=1SN=C2C1C=CC(=C2)C2=CC(C(O2)(C)C)=O (5-(benzo[c][1,2,5]thiadiazol-5-yl)-2,2-dimethylfuran-3(2H)-one), C1CC(=O)N(C1=O)Br (NBS). The solvent is C(Cl)Cl (DCM), C(Cl)(Cl)Cl (CHCl3). Reaction conditions: time 2 hour. The product is N=1SN=C2C1C=CC(=C2)C2=C(C(C(O2)(C)C)=O)Br (5-(benzo[c][1,2,5]thiadiazol-5-yl)-4-bromo-2,2-dimethylfuran-3(2H)-one). The yield is 63.9%. Reaction SMILES: [N:1]1[S:2][N:3]=[C:4]2[CH:9]=[C:8]([C:10]3[O:14][C:13]([CH3:16])([CH3:15])[C:12](=[O:17])[CH:11]=3)[CH:7]=[CH:6][C:5]=12.C1C(=O)N([Br:25])C(=O)C1>C(Cl)(Cl)Cl.C(Cl)Cl>[N:1]1[S:2][N:3]=[C:4]2[CH:9]=[C:8]([C:10]3[O:14][C:13]([CH3:15])([CH3:16])[C:12](=[O:17])[C:11]=3[Br:25])[CH:7]=[CH:6][C:5]=12. Procedure details: To a stirred solution of 5-(benzo[c][1,2,5]thiadiazol-5-yl)-2,2-dimethylfuran-3(2H)-one (0.5 g, 2.164 mmol) in CHCl3 (15 mL), NBS (0.462 g, 2.590 mmol) was added portionwise at RT. The reaction mixture was then stirred for 2 h and diluted with DCM (10 mL). The combined organic layers were washed with water (5 mL) and brine (10 mL), dried over Na2SO4, filtered, and then concentrated in vacuo to obtain the crude product. The crude material was purified via silica gel column chromatography to affor...